The task is: describe an organic reaction: reactants, conditions, products, and yield. This data is from the Open Reaction Database (ORD), a public repository of structured organic reaction records. Reactants: C1(=CC=C(C=C1)S(=O)(=O)O)C (p-toluenesulfonic acid), C(C)(C)O (isopropanol), C(#N)C1=C(C=CC=C1)C=1C(N(C=C(C1)C1=NC=CC=C1)C1=CC=CC=C1)=O (3-(2-cyanophenyl)-5-(2-pyridyl)-1-phenyl-1,2-dihydropyridin-2-one), CC(=O)C (acetone). Run in O (water). Reaction conditions: temperature 80 celsius, time 13 hour. The product is C1(=CC=C(C=C1)S(=O)(=O)O)C.C(#N)C1=C(C=CC=C1)C=1C(N(C=C(C1)C1=NC=CC=C1)C1=CC=CC=C1)=O (3-(2-Cyanophenyl)-5-(2-pyridyl)-1-phenyl-1,2-dihydropyridin-2-one p-toluenesulfonate). Isolated yield 63.0%. Reaction SMILES: [C:1]1([CH3:11])[CH:6]=[CH:5][C:4]([S:7]([OH:10])(=[O:9])=[O:8])=[CH:3][CH:2]=1.C(O)(C)C.[C:16]([C:18]1[CH:23]=[CH:22][CH:21]=[CH:20][C:19]=1[C:24]1[C:25](=[O:42])[N:26]([C:36]2[CH:41]=[CH:40][CH:39]=[CH:38][CH:37]=2)[CH:27]=[C:28]([C:30]2[CH:35]=[CH:34][CH:33]=[CH:32][N:31]=2)[CH:29]=1)#[N:17].CC(C)=O>O>[C:1]1([CH3:11])[CH:2]=[CH:3][C:4]([S:7]([OH:10])(=[O:8])=[O:9])=[CH:5][CH:6]=1.[C:16]([C:18]1[CH:23]=[CH:22][CH:21]=[CH:20][C:19]=1[C:24]1[C:25](=[O:42])[N:26]([C:36]2[CH:41]=[CH:40][CH:39]=[CH:38][CH:37]=2)[CH:27]=[C:28]([C:30]2[CH:35]=[CH:34][CH:33]=[CH:32][N:31]=2)[CH:29]=1)#[N:17] |f:5.6|. Procedure: A p-toluenesulfonic acid aqueous solution (1.25 mL, containing 1.97 mmol p-toluenesulfonic acid) and isopropanol (30 mL) were added to a mixture of 3-(2-cyanophenyl)-5-(2-pyridyl)-1-phenyl-1,2-dihydropyridin-2-one (532 mg, 1.47 mmol) and acetone (5 mL), which was then stirred at 80° C. (in an oil bath). Purified water (2.25 mL) was added to the mixture before filtration. The filtrate was again heated to 80° C. and then allowed to stand for 13 hours in an oil bath, the heating of which was stoppe... Reactants: N#Cc1ncccc1Br, Cn1nc(C(C)(C)C)cc1N, O=C([O-])[O-], Cc1ccccc1, CCOC(C)=O, [Cs+], [Cs+], O=C(C=Cc1ccccc1)C=Cc1ccccc1, O=C(C=Cc1ccccc1)C=Cc1ccccc1, O=C(C=Cc1ccccc1)C=Cc1ccccc1, [Pd], [Pd], c1ccc(P(c2ccccc2)c2ccc3ccccc3c2-c2c(P(c3ccccc3)c3ccccc3)ccc3ccccc23)cc1. Product: Cn1nc(C(C)(C)C)cc1Nc1cccnc1C#N. RXN SMILES: [Br:1][c:2]1[c:3]([C:8]#[N:9])[n:4][cH:5][cH:6][cH:7]1.[C:10]([CH3:11])([CH3:12])([CH3:13])[c:14]1[n:15][n:16]([CH3:20])[c:17]([NH2:19])[cH:18]1.[C:21](=[O:22])([O-:23])[O-:24].[CH3:73][c:74]1[cH:75][cH:76][cH:77][cH:78][cH:79]1.[CH3:80][CH2:81][O:82][C:83](=[O:84])[CH3:85].[Cs+:25].[Cs+:26].[O:106]=[C:107]([CH:108]=[CH:109][c:110]1[cH:111][cH:112][cH:113][cH:114][cH:115]1)[CH:116]=[CH:117][c:118]1[cH:119][cH:120][cH:121][cH:122][cH:123]1.[O:124]=[C:125]([CH:126]=[CH:127][c:128]1[cH:129][cH:130][cH:131][cH:132][cH:133]1)[CH:134]=[CH:135][c:136]1[cH:137][cH:138][cH:139][cH:140][cH:141]1.[O:88]=[C:89]([CH:90]=[CH:91][c:92]1[cH:93][cH:94][cH:95][cH:96][cH:97]1)[CH:98]=[CH:99][c:100]1[cH:101][cH:102][cH:103][cH:104][cH:105]1.[Pd:86].[Pd:87].[cH:27]1[cH:28][cH:29][c:30]([P:31]([c:32]2[cH:33][cH:34][c:35]3[c:36]([cH:37][cH:38][cH:39][cH:40]3)[c:41]2-[c:42]2[c:43]3[c:44]([cH:45][cH:46][cH:47][cH:48]3)[cH:49][cH:50][c:51]2[P:52]([c:53]2[cH:54][cH:55][cH:56][cH:57][cH:58]2)[c:59]2[cH:60][cH:61][cH:62][cH:63][cH:64]2)[c:65]2[cH:66][cH:67][cH:68][cH:69][cH:70]2)[cH:71][cH:72]1>>[c:2]1([NH:19][c:17]2[n:16]([CH3:20])[n:15][c:14]([C:10]([CH3:11])([CH3:12])[CH3:13])[cH:18]2)[c:3]([C:8]#[N:9])[n:4][cH:5][cH:6][cH:7]1. Starting materials: CCOC(C)=O, CCOC(=O)c1ccc(N(C)C)nn1, CC(C)(C)[O-], Cc1ccccc1, [Na+]. Yields the product CCOC(=O)CC(=O)c1ccc(N(C)C)nn1. As a reaction SMILES: [CH3:15][CH2:16][O:17][C:18]([CH3:19])=[O:20].[CH3:1][N:2]([c:3]1[cH:4][cH:5][c:6]([C:9]([O:11][CH2:10][CH3:12])=[O:13])[n:7][n:8]1)[CH3:14].[CH3:21][C:22]([CH3:23])([O-:24])[CH3:25].[CH3:27][c:28]1[cH:29][cH:30][cH:31][cH:32][cH:33]1.[Na+:26]>>[CH3:1][N:2]([c:3]1[cH:4][cH:5][c:6]([C:9](=[O:11])[CH2:19][C:18]([O:17][CH2:16][CH3:15])=[O:20])[n:7][n:8]1)[CH3:14]. The reactants are COC=1C(=CC=CC1)N (o-anisidine), C(C1=CC=CC=C1)(=O)N=C=S (benzoyl isothiocyanate). The solvent is CC(=O)C (acetone). Reaction conditions: time 8 hour. Yields the product COC1=C(C=CC=C1)NC(=S)N (N-(o-methoxyphenyl)thiourea). Yield: 57.1%. RXN SMILES: [CH3:1][O:2][C:3]1[C:4]([NH2:9])=[CH:5][CH:6]=[CH:7][CH:8]=1.C([N:18]=[C:19]=[S:20])(=O)C1C=CC=CC=1>CC(C)=O>[CH3:1][O:2][C:3]1[CH:8]=[CH:7][CH:6]=[CH:5][C:4]=1[NH:9][C:19]([NH2:18])=[S:20]. Procedure details: To 50 ml of acetone were added 2.46 g of o-anisidine and 3.75 g of benzoyl isothiocyanate, and the mixture is stirred under reflux for 2 hours and, then, allowed to stand overnight in a refrigerator at 5° C. The resulting crystals were collected by filtration, washed with cold acetone and dried under reduced pressure. The crystals were added to 50 ml of 30% methylamine-methanol and the mixture was stirred at room temperature overnight. The reaction mixture was concentrated to dryness under reduc... Run at time 20 hour. The solvent is C(Cl)Cl (DCM). The yield is 38.0%. Procedure: A solution of [4-((2R,3R)-1-(4-fluorophenyl)-3-{[2-(4-fluorophenyl)-2-oxoethyl]thio}-4-oxoazetidin-2-yl)phenoxy]acetic acid (0.200 g, 0.414 mmol), glycylglycine methyl ester hydrochloride (0.090 g, 0.493 mmol) and N-methylmorpholine (0.150 ml) in DCM (5 ml) was stirred for 10 min. TBTU (0.170 g) was added and the mixture was stirred for 20 h. The formation of the ester was confirmed. M/z: 612.0. The solvent was removed under reduced pressure. The residue was dissolved in a mixture of MeOH (5 ml)... Starting materials: CN(C)C(=[N+](C)C)ON1C2=C(C=CC=C2)N=N1.[B-](F)(F)(F)F (TBTU), FC1=CC=C(C=C1)N1[C@@H]([C@H](C1=O)SCC(=O)C1=CC=C(C=C1)F)C1=CC=C(OCC(=O)O)C=C1 ([4-((2R,3R)-1-(4-fluorophenyl)-3-{[2-(4-fluorophenyl)-2-oxoethyl]thio}-4-oxoazetidin-2-yl)phenoxy]acetic acid), Cl.COC(CNC(CN)=O)=O (glycylglycine methyl ester hydrochloride), CN1CCOCC1 (N-methylmorpholine), ester, C(C)(=O)[O-].[NH4+] (Ammonium acetate), C1CC2=NCCCN2C1 (DBN). As a reaction SMILES: [F:1][C:2]1[CH:7]=[CH:6][C:5]([N:8]2[C:11](=[O:12])[C@H:10]([S:13][CH2:14][C:15]([C:17]3[CH:22]=[CH:21][C:20]([F:23])=[CH:19][CH:18]=3)=[O:16])[C@H:9]2[C:24]2[CH:34]=[CH:33][C:27]([O:28][CH2:29]C(O)=O)=[CH:26][CH:25]=2)=[CH:4][CH:3]=1.Cl.C[O:37][C:38](=[O:45])[CH2:39][NH:40][C:41](=[O:44])[CH2:42][NH2:43].CN1CC[O:50][CH2:49]C1.CN(C(ON1N=NC2C=CC=CC1=2)=[N+](C)C)C.[B-](F)(F)(F)F.C1CN2C(=NCCC2)C1.C([O-])(=O)C.[NH4+]>C(Cl)Cl>[F:1][C:2]1[CH:3]=[CH:4][C:5]([N:8]2[C:11](=[O:12])[C@H:10]([S:13][CH2:14][C:15]([C:17]3[CH:22]=[CH:21][C:20]([F:23])=[CH:19][CH:18]=3)=[O:16])[C@H:9]2[C:24]2[CH:25]=[CH:26][C:27]([O:28][CH2:29][C:49]([NH:43][CH2:42][C:41]([NH:40][CH2:39][C:38]([OH:37])=[O:45])=[O:44])=[O:50])=[CH:33][CH:34]=2)=[CH:6][CH:7]=1 |f:1.2,4.5,7.8|. Product: FC1=CC=C(C=C1)N1[C@@H]([C@H](C1=O)SCC(=O)C1=CC=C(C=C1)F)C1=CC=C(OCC(=O)NCC(=O)NCC(=O)O)C=C1 (N-{[4-((2R,3R)-1-(4-Fluorophenyl)-3-{[2-(4-fluorophenyl)-2-oxoethyl]thio}-4-oxoazetidin-2-yl)phenoxy]acetyl}glycylglycine). Starting materials: Cl.NO (hydroxylamine hydrochloride), ClC=1C=C(C=CC1S(=O)(=O)C)[C@H](C(=O)NC1=NC=C(C=C1)C)CC1CCC(CC1)=O (2(R)-(3-chloro-4-methanesulfonyl-phenyl)-N-(5-methyl-pyridin-2-yl)-3-(4-oxo-cyclohexyl)-propionamide). The solvent is CO (methanol), N1=C(C=CC=C1C)C (2,6-lutidine). Run at temperature 25 celsius, time 30 minute. Yields the product hexanes ethyl acetate, ClC=1C=C(C=CC1S(=O)(=O)C)[C@H](C(=O)NC1=NC=C(C=C1)C)CC1CCC(CC1)=NO (2(R)-(3-chloro-4-methanesulfonyl-phenyl)-3-(4-hydroxyimino-cyclohexyl)-N-(5-methyl-pyridin-2-yl)-propionamide). Yield: 62.8%. As a reaction SMILES: Cl.[NH2:2][OH:3].[Cl:4][C:5]1[CH:6]=[C:7]([C@@H:15]([CH2:26][CH:27]2[CH2:32][CH2:31][C:30](=O)[CH2:29][CH2:28]2)[C:16]([NH:18][C:19]2[CH:24]=[CH:23][C:22]([CH3:25])=[CH:21][N:20]=2)=[O:17])[CH:8]=[CH:9][C:10]=1[S:11]([CH3:14])(=[O:13])=[O:12]>CO.N1C(C)=CC=CC=1C>[Cl:4][C:5]1[CH:6]=[C:7]([C@@H:15]([CH2:26][CH:27]2[CH2:32][CH2:31][C:30](=[N:2][OH:3])[CH2:29][CH2:28]2)[C:16]([NH:18][C:19]2[CH:24]=[CH:23][C:22]([CH3:25])=[CH:21][N:20]=2)=[O:17])[CH:8]=[CH:9][C:10]=1[S:11]([CH3:14])(=[O:13])=[O:12] |f:0.1|. Reported procedure: Solution of hydroxylamine hydrochloride (26.0 mg, 0.36 mmol) in methanol (0.7 mL) and 2,6-lutidine (0.7 mL) was treated with 2(R)-(3-chloro-4-methanesulfonyl-phenyl)-N-(5-methyl-pyridin-2-yl)-3-(4-oxo-cyclohexyl)-propionamide (prepared as in Example 64, 105 mg, 0.23 mmol). The reaction mixture was stirred at 25° C. for 30 min and was then concentrated in vacuo to remove methanol. The resulting residue was suspended in ethyl acetate (10 mL), washed with water 1×5 mL), dried over magnesium sulfate... Starting materials: CN1C(=NC(=C1C=O)C)SCC1=CC=C(C=C1)OC (1,4-dimethyl-5-formyl-2-(4-methoxybenzylthio)imidazole), C1(=CC=CC=C1)P(C1=CC=CC=C1)(C1=CC=CC=C1)=CC(=O)OC (methyl (triphenylphosphoranylidene)acetate), C1(=CC=CC=C1)C (toluene). Product: C(=O)(OCC)C=CC1=C(N=C(N1C)SCC1=CC=C(C=C1)OC)C (5-[2-(carbethoxy)-ethenyl]-1,4-dimethyl-2-(4-methoxybenzylthio)imidazole). RXN SMILES: [CH3:1][N:2]1[C:6]([CH:7]=O)=[C:5]([CH3:9])[N:4]=[C:3]1[S:10][CH2:11][C:12]1[CH:17]=[CH:16][C:15]([O:18][CH3:19])=[CH:14][CH:13]=1.C1(P(=[CH:39][C:40]([O:42][CH3:43])=[O:41])(C2C=CC=CC=2)C2C=CC=CC=2)C=CC=CC=1.[C:44]1(C)C=CC=CC=1>>[C:40]([CH:39]=[CH:7][C:6]1[N:2]([CH3:1])[C:3]([S:10][CH2:11][C:12]2[CH:17]=[CH:16][C:15]([O:18][CH3:19])=[CH:14][CH:13]=2)=[N:4][C:5]=1[CH3:9])([O:42][CH2:43][CH3:44])=[O:41]. Procedure details: A mixture of 1,4-dimethyl-5-formyl-2-(4-methoxybenzylthio)imidazole (1.7 g, 6 mmoles) and methyl (triphenylphosphoranylidene)acetate (4.8 g, 14 mmoles) in toluene (50 ml) was heated to reflux for 16 hours, cooled and concentrated in vacuo. The residue was triturated with ether, filtered and the filtrate was concentrated in vacuo. The residue was chromatographed on silica eluted with hexane-ethyl acetate (3:2) to give 5-[2-(carbethoxy)-ethenyl]-1,4-dimethyl-2-(4-methoxybenzylthio)imidazole (mp 16... The reactants are CCc1nnc2n1CCNC2, ClCCCl, CC(C)(C)OC(=O)NC(CC(=O)O)Cc1ccc(F)c(F)c1, CCN(C(C)C)C(C)C, ClCCl, Cl, On1nnc2ccccc21. Yields the product CCc1nnc2n1CCN(C(=O)CC(Cc1ccc(F)c(F)c1)NC(=O)OC(C)(C)C)C2. As a reaction SMILES: [CH2:2]([CH3:3])[c:4]1[n:5][n:6][c:7]2[n:8]1[CH2:9][CH2:10][NH:11][CH2:12]2.[CH2:54]([Cl:55])[CH2:56][Cl:57].[CH3:13][C:14]([CH3:15])([O:16][C:17](=[O:18])[NH:19][CH:20]([CH2:21][C:22](=[O:23])[OH:24])[CH2:25][c:26]1[cH:27][c:28]([F:33])[c:29]([F:32])[cH:30][cH:31]1)[CH3:34].[CH:35]([N:36]([CH2:37][CH3:38])[CH:39]([CH3:40])[CH3:41])([CH3:42])[CH3:43].[Cl:58][CH2:59][Cl:60].[ClH:1].[OH:44][n:45]1[c:46]2[c:47]([cH:48][cH:49][cH:50][cH:51]2)[n:52][n:53]1>>[CH2:2]([CH3:3])[c:4]1[n:5][n:6][c:7]2[n:8]1[CH2:9][CH2:10][N:11]([C:22]([CH2:21][CH:20]([NH:19][C:17]([O:16][C:14]([CH3:13])([CH3:15])[CH3:34])=[O:18])[CH2:25][c:26]1[cH:27][c:28]([F:33])[c:29]([F:32])[cH:30][cH:31]1)=[O:23])[CH2:12]2. The reactants are CC=1NC(=C(C(C1C(=O)OC)C1=CC(=CC=C1)[N+](=O)[O-])C(=O)O)C (2,6-dimethyl-3-carbomethoxy-4-(3-nitrophenyl)-5-carboxy-1,4-dihydropyridine), BrCCCO (3-bromopropanol), S(=O)(Cl)Cl (thionyl chloride). Run in C(Cl)Cl (CH2Cl2), CN(C)C=O (DMF). Run at time 1 hour. Yields the product CC=1NC(=C(C(C1C(=O)OC)C1=CC(=CC=C1)[N+](=O)[O-])C(=O)OCCCBr)C (2,6-dimethyl-3-carbomethoxy-4-(3-nitrophenyl)-5-(3-bromopropoxycarbonyl)-1,4-dihydropyridine). Reaction SMILES: [CH3:1][C:2]1[NH:3][C:4]([CH3:24])=[C:5]([C:21](O)=[O:22])[CH:6]([C:12]2[CH:17]=[CH:16][CH:15]=[C:14]([N+:18]([O-:20])=[O:19])[CH:13]=2)[C:7]=1[C:8]([O:10][CH3:11])=[O:9].S(Cl)(Cl)=O.[Br:29][CH2:30][CH2:31][CH2:32][OH:33]>C(Cl)Cl.CN(C=O)C>[CH3:1][C:2]1[NH:3][C:4]([CH3:24])=[C:5]([C:21]([O:33][CH2:32][CH2:31][CH2:30][Br:29])=[O:22])[CH:6]([C:12]2[CH:17]=[CH:16][CH:15]=[C:14]([N+:18]([O-:20])=[O:19])[CH:13]=2)[C:7]=1[C:8]([O:10][CH3:11])=[O:9]. Procedure details: A solution of 2,6-dimethyl-3-carbomethoxy-4-(3-nitrophenyl)-5-carboxy-1,4-dihydropyridine (107 g, 0.32 mol) in CH2Cl2 (520 mL) and DMF (100 mL) was cooled to 0° C. and thionyl chloride (28 mL, 0.39 mol) slowly added. The mixture was stirred at room temperature for 1 hour, then cooled to 5° C. Distilled 3-bromopropanol (35 mL, 3.9 mol) was slowly added, and the solution stirred for 1 hour at room temperature. The solution was then washed with water and the organic layer dried over sodium sulfate ... Reactants: NC=1C=C(C=CC1)C1=C(C=NC2=C(C=CC=C12)C(F)(F)F)C(=O)C1=CC=CC=C1 ([4-(3-amino-phenyl)-8-trifluoromethyl-quinolin-3-yl]-phenyl-methanone), S(=O)(=O)(OC)OC (dimethyl sulfate). Run in C(C)O (ethanol). Product: CNC=1C=C(C=CC1)C1=C(C=NC2=C(C=CC=C12)C(F)(F)F)C(=O)C1=CC=CC=C1 ([4-(3-methylamino-phenyl)-8-trifluoromethyl-quinolin-3-yl]-phenyl-methanone). As a reaction SMILES: [NH2:1][C:2]1[CH:3]=[C:4]([C:8]2[C:17]3[C:12](=[C:13]([C:18]([F:21])([F:20])[F:19])[CH:14]=[CH:15][CH:16]=3)[N:11]=[CH:10][C:9]=2[C:22]([C:24]2[CH:29]=[CH:28][CH:27]=[CH:26][CH:25]=2)=[O:23])[CH:5]=[CH:6][CH:7]=1.S(OC)(O[CH3:34])(=O)=O>C(O)C>[CH3:34][NH:1][C:2]1[CH:3]=[C:4]([C:8]2[C:17]3[C:12](=[C:13]([C:18]([F:21])([F:19])[F:20])[CH:14]=[CH:15][CH:16]=3)[N:11]=[CH:10][C:9]=2[C:22]([C:24]2[CH:25]=[CH:26][CH:27]=[CH:28][CH:29]=2)=[O:23])[CH:5]=[CH:6][CH:7]=1. Procedure: A solution of [4-(3-amino-phenyl)-8-trifluoromethyl-quinolin-3-yl]-phenyl-methanone (100 mg) and dimethyl sulfate (150 mg) in ethanol was stirred at r.t. for 4 hrs. The solution was concentrated and purified by semi-HPLC to give [4-(3-methylamino-phenyl)-8-trifluoromethyl-quinolin-3-yl]-phenyl-methanone as a gum.